From a dataset of the Open Reaction Database (ORD), a public repository of structured organic reaction records. describe an organic reaction: reactants, conditions, products, and yield The reactants are ClC1=CC=C(C=C1)C1=NC=C(C=C1)[N+](=O)[O-] (2-(4-chlorophenyl)-5-nitropyridine), B([O-])[O-] (boronate), C(C)(=O)[O-].[K+] (potassium acetate), Pd-(Xphos), CC(C)C1=CC(=C(C(=C1)C(C)C)C2=C(C=CC=C2)P(C3CCCCC3)C4CCCCC4)C(C)C (X-phos). Solvent: O1CCOCC1 (dioxane). Reaction conditions: temperature 115 celsius. The product is [N+](=O)([O-])C=1C=CC(=NC1)C1=CC=C(C=C1)B1OC(C(O1)(C)C)(C)C (5-nitro-2-(4-(4,4,5,5-tetramethyl-1,3,2-dioxaborolan-2-yl)phenyl)pyridine). Isolated yield 419.6%. Reaction SMILES: Cl[C:2]1[CH:7]=[CH:6][C:5]([C:8]2[CH:13]=[CH:12][C:11]([N+:14]([O-:16])=[O:15])=[CH:10][N:9]=2)=[CH:4][CH:3]=1.[BH:17]([O-:19])[O-:18].C([O-])(=O)C.[K+].[CH3:25][CH:26]([C:28]1[CH:33]=C(C(C)C)C(C2C=CC=CC=2P(C2CCCCC2)C2CCCCC2)=C(C(C)C)[CH:29]=1)[CH3:27]>O1CCOCC1>[N+:14]([C:11]1[CH:12]=[CH:13][C:8]([C:5]2[CH:6]=[CH:7][C:2]([B:17]3[O:19][C:28]([CH3:33])([CH3:29])[C:26]([CH3:27])([CH3:25])[O:18]3)=[CH:3][CH:4]=2)=[N:9][CH:10]=1)([O-:16])=[O:15] |f:2.3|. Procedure: A flask was charged with 2-(4-chlorophenyl)-5-nitropyridine (4.48 g, 14.26 mmol), pinoco boronate (14.48 g, 57.0 mmol), potassium acetate (5.59 g, 57.0 mmol), Pd-(Xphos) (1.404 g, 1.900 mmol), X-phos (1.359 g, 2.85 mmol) and dioxane (50 ml) at room temperature. The flask was sealed, flushed with nitrogen for three times and heated at 115° C. for 72 hours. The mixture was cooled down to room temperature and diluted with dioxane (50 ml) and EtOAc (100 ml), filtered and the filtrate was concentrate... The reactants are COCCOCCOCCCCCCCCO (8-[2-(2-methoxyethoxy)-ethoxy]-1-octanol), S(=O)(=O)(C1=CC=C(C)C=C1)Cl (tosyl chloride), N1=CC=CC=C1 (pyridine). Run in O (water). Product: COCCOCCOCCCCCCCCS(=O)(=O)C1=CC=C(C=C1)C (1-[[8-[2-(2-Methoxyethoxy)ethoxy]octyl]sulfonyl]-4-methylbenzene). Reaction SMILES: [CH3:1][O:2][CH2:3][CH2:4][O:5][CH2:6][CH2:7][O:8][CH2:9][CH2:10][CH2:11][CH2:12][CH2:13][CH2:14][CH2:15][CH2:16]O.[S:18](Cl)([C:21]1[CH:27]=[CH:26][C:24]([CH3:25])=[CH:23][CH:22]=1)(=[O:20])=[O:19].N1C=CC=CC=1>O>[CH3:1][O:2][CH2:3][CH2:4][O:5][CH2:6][CH2:7][O:8][CH2:9][CH2:10][CH2:11][CH2:12][CH2:13][CH2:14][CH2:15][CH2:16][S:18]([C:21]1[CH:27]=[CH:26][C:24]([CH3:25])=[CH:23][CH:22]=1)(=[O:20])=[O:19]. Procedure: A mixture of 40 g of 8-[2-(2-methoxyethoxy)-ethoxy]-1-octanol, 35.31 g of tosyl chloride and 200 ml of pyridine was stored in a chill room overnight, then poured into water and extracted with ether. The ether extract was washed successively with water, dilute hydrochloric acid and saturated aqueous sodium bisulfite, dried and the solvent removed, giving the desired compound as an oil which was used without further purification in Example 8. Reactants: O=C([O-])O, CCO, NC(=O)CCl, [Na+], NC(c1ccccc1)c1ccccc1. Product: NC(=O)CNC(c1ccccc1)c1ccccc1. As a reaction SMILES: [C:20](=[O:21])([OH:22])[O-:23].[CH3:25][CH2:26][OH:27].[Cl:15][CH2:16][C:17](=[O:18])[NH2:19].[Na+:24].[c:1]1([CH:7]([c:8]2[cH:9][cH:10][cH:11][cH:12][cH:13]2)[NH2:14])[cH:2][cH:3][cH:4][cH:5][cH:6]1>>[c:1]1([CH:7]([c:8]2[cH:9][cH:10][cH:11][cH:12][cH:13]2)[NH:14][CH2:16][C:17](=[O:18])[NH2:19])[cH:2][cH:3][cH:4][cH:5][cH:6]1.